describe an organic reaction: reactants, conditions, products, and yield From a dataset of the Open Reaction Database (ORD), a public repository of structured organic reaction records. Reactants: FC1=CC=C(C=C1)C1=NSC(=C1)C(=O)OCC (ethyl 3-(4-fluorophenyl)isothiazole-5-carboxylate), C[Mg]Br (methylmagnesium bromide), C(C)OCC (diethyl ether). Solvent: C1CCOC1 (THF). Run at time 20 minute. Yields the product FC1=CC=C(C=C1)C1=NSC(=C1)C(C)(C)O (2-(3-(4-fluorophenyl)isothiazol-5-yl)propan-2-ol), solid. The yield is 80.0%. RXN SMILES: [F:1][C:2]1[CH:7]=[CH:6][C:5]([C:8]2[CH:12]=[C:11](C(OCC)=O)[S:10][N:9]=2)=[CH:4][CH:3]=1.[CH3:18][Mg]Br.C([O:23][CH2:24][CH3:25])C>C1COCC1>[F:1][C:2]1[CH:3]=[CH:4][C:5]([C:8]2[CH:12]=[C:11]([C:24]([OH:23])([CH3:25])[CH3:18])[S:10][N:9]=2)=[CH:6][CH:7]=1. Procedure details: To a stirred and cooled (0° C.) solution of ethyl 3-(4-fluorophenyl)isothiazole-5-carboxylate (38.50 g, 153.2 mmol) in THF (400 mL) was added a solution of methylmagnesium bromide in diethyl ether (3.0 M, 128 mL, 384 mmol), dropwise over 20 minutes. After another 1.5 hours at 0° C. the reaction was quenched by the slow addition of ethyl acetate (20 mL) and concentrated. The residue was taken up in aqueous NH4Cl (400 mL) and extracted with ethyl acetate (2×150 mL). The combined extracts were drie... Reactants: ClC1=NC=CC(=N1)C=1C=C(C=O)C=CC1 (3-(2-Chloro-pyrimidin-4-yl)-benzaldehyde), C(C)(C)(C)OC(=O)N1CC(NC(C1)C)C (3,5-Dimethyl-piperazine-1-carboxylic acid tert-butyl ester), 417. Product: C(C)(C)(C)OC(=O)N1CC(N(C(C1)C)CC1=CC(=CC=C1)C1=NC(=NC=C1)Cl)C (4-[3-(2-Chloro-pyrimidin-4-yl)-benzyl]-3,5-dimethyl-piperazine-1-carboxylic acid tert-butyl ester). Reaction SMILES: [Cl:1][C:2]1[N:7]=[C:6]([C:8]2[CH:9]=[C:10]([CH:13]=[CH:14][CH:15]=2)[CH:11]=O)[CH:5]=[CH:4][N:3]=1.[C:16]([O:20][C:21]([N:23]1[CH2:28][CH:27]([CH3:29])[NH:26][CH:25]([CH3:30])[CH2:24]1)=[O:22])([CH3:19])([CH3:18])[CH3:17]>>[C:16]([O:20][C:21]([N:23]1[CH2:28][CH:27]([CH3:29])[N:26]([CH2:11][C:10]2[CH:13]=[CH:14][CH:15]=[C:8]([C:6]3[CH:5]=[CH:4][N:3]=[C:2]([Cl:1])[N:7]=3)[CH:9]=2)[CH:25]([CH3:30])[CH2:24]1)=[O:22])([CH3:19])([CH3:17])[CH3:18]. Procedure: Intermediate 1 was coupled with 3,5-Dimethyl-piperazine-1-carboxylic acid tert-butyl ester following procedure B. LC-MS showed the product had the expected M+H+ of 417. Reactants: BrC(Br)(Br)Br, O=C(NC1(CO)CC1)NC(Cc1ccccc1)(c1ccc(F)cc1)c1cc(F)cc(OC(F)(F)C(F)F)c1, c1ccc(P(c2ccccc2)c2ccccc2)cc1. Yields the product O=C(NC1(CBr)CC1)NC(Cc1ccccc1)(c1ccc(F)cc1)c1cc(F)cc(OC(F)(F)C(F)F)c1. Reaction SMILES: [Br:58][C:59]([Br:60])([Br:61])[Br:62].[F:1][c:2]1[cH:3][c:4]([C:15]([CH2:16][c:17]2[cH:18][cH:19][cH:20][cH:21][cH:22]2)([c:23]2[cH:24][cH:25][c:26]([F:29])[cH:27][cH:28]2)[NH:30][C:31](=[O:32])[NH:33][C:34]2([CH2:37][OH:38])[CH2:35][CH2:36]2)[cH:5][c:6]([O:8][C:9]([CH:10]([F:11])[F:12])([F:13])[F:14])[cH:7]1.[c:39]1([P:40]([c:41]2[cH:42][cH:43][cH:44][cH:45][cH:46]2)[c:47]2[cH:48][cH:49][cH:50][cH:51][cH:52]2)[cH:53][cH:54][cH:55][cH:56][cH:57]1>>[F:1][c:2]1[cH:3][c:4]([C:15]([CH2:16][c:17]2[cH:18][cH:19][cH:20][cH:21][cH:22]2)([c:23]2[cH:24][cH:25][c:26]([F:29])[cH:27][cH:28]2)[NH:30][C:31](=[O:32])[NH:33][C:34]2([CH2:37][Br:58])[CH2:35][CH2:36]2)[cH:5][c:6]([O:8][C:9]([CH:10]([F:11])[F:12])([F:13])[F:14])[cH:7]1. Reactants: OC1=CC=C(C=C1)C1=CC=C(C=C1)CCCC[C@@H]1CC[C@H](CC1)CCCCC (4-hydroxy-4'-[4-(trans-4-pentylcyclohexyl)-1-butyl]biphenyl), CCOC(=O)[C@H](C)O (ethyl L(-)-lactate), C1(=CC=CC=C1)P(C1=CC=CC=C1)C1=CC=CC=C1 (triphenylphosphine), N(=NC(=O)OCC)C(=O)OCC (diethyl azodicarboxylate). The solvent is O1CCCC1 (tetrahydrofuran). Run at time 8 hour. Yields the product C(CCCC)[C@@H]1CC[C@H](CC1)CCCCC1=CC=C(C=C1)C1=CC=C(C=C1)O[C@@H](C(=O)OCC)C (ethyl 2(R)-[4'-[4-(trans-4-pentylcyclohexyl)-1-butyl]-4-biphenylyloxy]propionate). Yield: 57.3%. Reaction SMILES: [OH:1][C:2]1[CH:7]=[CH:6][C:5]([C:8]2[CH:13]=[CH:12][C:11]([CH2:14][CH2:15][CH2:16][CH2:17][C@H:18]3[CH2:23][CH2:22][C@H:21]([CH2:24][CH2:25][CH2:26][CH2:27][CH3:28])[CH2:20][CH2:19]3)=[CH:10][CH:9]=2)=[CH:4][CH:3]=1.[CH3:29][CH2:30][O:31][C:32]([C@@H:34](O)[CH3:35])=[O:33].C1(P(C2C=CC=CC=2)C2C=CC=CC=2)C=CC=CC=1.N(C(OCC)=O)=NC(OCC)=O>O1CCCC1>[CH2:24]([C@H:21]1[CH2:20][CH2:19][C@H:18]([CH2:17][CH2:16][CH2:15][CH2:14][C:11]2[CH:12]=[CH:13][C:8]([C:5]3[CH:4]=[CH:3][C:2]([O:1][C@H:34]([CH3:35])[C:32]([O:31][CH2:30][CH3:29])=[O:33])=[CH:7][CH:6]=3)=[CH:9][CH:10]=2)[CH2:23][CH2:22]1)[CH2:25][CH2:26][CH2:27][CH3:28]. Reported procedure: A solution of 4 g of 4-hydroxy-4'-[4-(trans-4-pentylcyclohexyl)-1-butyl]biphenyl, 1.3 g of ethyl L(-)-lactate, 2.9 g of triphenylphosphine and 100 ml of tetrahydrofuran was treated with 1.9 g of diethyl azodicarboxylate. The reaction mixture was stirred at room temperature overnight, then concentrated and suspended with 100 ml of hot hexane. The precipitate which thereby resulted was removed by filtration and the filtrate was concentrated. Chromatography of the residue on silica gel with toluene... Starting materials: CC(C)C(=O)Nc1cccc(C2CCNCC2)c1, O=C(CCCCCl)c1ccc(F)cc1, [K+], [K+], O=C([O-])[O-]. Product: CC(C)C(=O)Nc1cccc(C2CCN(CCCCC(=O)c3ccc(F)cc3)CC2)c1. Reaction SMILES: [CH3:21][CH:22]([C:23](=[O:24])[NH:25][c:26]1[cH:27][c:28]([CH:32]2[CH2:33][CH2:34][NH:35][CH2:36][CH2:37]2)[cH:29][cH:30][cH:31]1)[CH3:38].[Cl:7][CH2:8][CH2:9][CH2:10][CH2:11][C:12](=[O:13])[c:14]1[cH:15][cH:16][c:17]([F:20])[cH:18][cH:19]1.[K+:1].[K+:2].[O-:3][C:4]([O-:5])=[O:6]>>[CH2:8]([CH2:9][CH2:10][CH2:11][C:12](=[O:13])[c:14]1[cH:15][cH:16][c:17]([F:20])[cH:18][cH:19]1)[N:35]1[CH2:34][CH2:33][CH:32]([c:28]2[cH:27][c:26]([NH:25][C:23]([CH:22]([CH3:21])[CH3:38])=[O:24])[cH:31][cH:30][cH:29]2)[CH2:37][CH2:36]1. Reactants: [OH-].[Na+] (NaOH), C(C)(=O)OCC=1N=C(SC1)C(=O)OCC (ethyl 4-(acetoxymethyl)thiazole-2-carboxylate). Run in CO (MeOH). Run at time 1 hour. Yields the product OCC=1N=C(SC1)C(=O)O (4-(hydroxymethyl)thiazole-2-carboxylic acid). As a reaction SMILES: [OH-].[Na+].C([O:6][CH2:7][C:8]1[N:9]=[C:10]([C:13]([O:15]CC)=[O:14])[S:11][CH:12]=1)(=O)C>CO>[OH:6][CH2:7][C:8]1[N:9]=[C:10]([C:13]([OH:15])=[O:14])[S:11][CH:12]=1 |f:0.1|. Procedure: 2M NaOH (4.58 mL, 9.16 mmol) was added to a solution of ethyl 4-(acetoxymethyl)thiazole-2-carboxylate (0.7 g, 3.05 mmol) in MeOH (3 mL) and stirred for 1 h. Acidified with 2M HCl, purified by reverse phase HPLC with aqTFA/MeOH as eluent and freeze dried to afford the sub-title compound as a white solid. Yield: 0.510 g Starting materials: C1(CCCCCC1)NC(=O)CC1=CC=2CC3=CC=CC=C3C2C=C1 (2-cycloheptylcarbamoylmethylfluorene), [OH-].[Na+] (sodium hydroxide), CO (methanol), Cl (hydrochloric acid). Solvent: O1CCCC1 (tetrahydrofuran), C(Cl)(Cl)Cl (chloroform), C(Cl)(Cl)Cl (chloroform). Run at time 30 minute. The product is C1(CCCCCC1)NCCC1=CC=CC=2C3=CC=CC=C3CC12 (2-cycloheptylaminoethylfluorene). Isolated yield 66.0%. As a reaction SMILES: [CH:1]1([NH:8][C:9]([CH2:11][C:12]2[CH:24]=[CH:23][C:22]3[C:21]4[C:16](=[CH:17][CH:18]=[CH:19][CH:20]=4)[CH2:15][C:14]=3[CH:13]=2)=O)[CH2:7][CH2:6][CH2:5][CH2:4][CH2:3][CH2:2]1.CO.Cl.[OH-].[Na+]>O1CCCC1.C(Cl)(Cl)Cl>[CH:1]1([NH:8][CH2:9][CH2:11][C:12]2[C:13]3[CH2:14][C:15]4[C:20](=[CH:19][CH:18]=[CH:17][CH:16]=4)[C:21]=3[CH:22]=[CH:23][CH:24]=2)[CH2:2][CH2:3][CH2:4][CH2:5][CH2:6][CH2:7]1 |f:3.4|. Reported procedure: In dry tetrahydrofuran (30 ml) was dissolved 2-cycloheptylcarbamoylmethylfluorene (1.9 g) followed by dropwise addition of borane-methyl sulfide complex (1.8 ml) with ice-cooling. The mixture was then refluxed for 4 hrs, at the end of which time methanol (0.72 ml) was added with ice-cooling. The mixture was stirred at room temperature for 30 minutes, followed by addition of concentrated hydrochloric acid (1.8 ml) with ice-cooling. The mixture was refluxed again for 30 minutes. The reaction mixtu... Reported procedure: An improved process for the production of 2-amino-chlorotoluene hydrochloride comprising chlorination of 2-formyl-amino-toluene, splitting off the formyl group of the 2-formyl-amino-chlorotoluenes and isolation of crystalline 2-amino-5-chlorotoluene hydrochloride is disclosed, in which process the 2-formylamino-5-chlorotoluene formed by chlorination of 2-formylamino-toluene in an inert solvent is reacted with methanol to form 2-amino-5-chlorotoluene and methyl formate, and the 2-amino-5-chloroto... The product is C(=O)NC1=C(C=CC=C1)C (2-formylamino-toluene). As a reaction SMILES: Cl.NC1C(Cl)=CC=CC=1C.C(C1C(N)=CC=CC=1C)=O.Cl.NC1C=CC(Cl)=CC=1C.[CH:31]([NH:33][C:34]1[CH:39]=[CH:38][C:37](Cl)=[CH:36][C:35]=1[CH3:41])=[O:32]>>[CH:31]([NH:33][C:34]1[CH:39]=[CH:38][CH:37]=[CH:36][C:35]=1[CH3:41])=[O:32] |f:0.1,3.4|. The reactants are Cl.NC1=C(C=CC=C1Cl)C (2-amino-chlorotoluene hydrochloride), Cl.NC1=C(C=C(C=C1)Cl)C (2-amino-5-chlorotoluene hydrochloride), C(=O)NC1=C(C=C(C=C1)Cl)C (2-formylamino-5-chlorotoluene), C(=O)C1=C(C=CC=C1N)C (2-formyl-amino-toluene), 2-formyl-amino-chlorotoluenes.